This data is from the Open Reaction Database (ORD), a public repository of structured organic reaction records. The task is: describe an organic reaction: reactants, conditions, products, and yield Reported procedure: 12.9 g of 6-amino-1-cyclopentyl-5-nitroso-2,4-(1H,3H)-pyrimidinedione (XV) was catalytically hydrogenated in 30 ml of 2N HCl and in the presence of 0.1 g PtO2 for 3 hours and at room temperature and at a pressure of 200 kPa. The catalyst was filtered off and the filtrate was neutralized with 5N NaOH. The crystals were filtered off. The reactants are NC1=C(C(NC(N1C1CCCC1)=O)=O)N=O (6-amino-1-cyclopentyl-5-nitroso-2,4-(1H,3H)-pyrimidinedione). Reaction SMILES: [NH2:1][C:2]1[N:7]([CH:8]2[CH2:12][CH2:11][CH2:10][CH2:9]2)[C:6](=[O:13])[NH:5][C:4](=[O:14])[C:3]=1[N:15]=O>Cl.O=[Pt]=O>[CH:8]1([N:7]2[C:2]([NH2:1])=[C:3]([NH2:15])[C:4](=[O:14])[NH:5][C:6]2=[O:13])[CH2:9][CH2:10][CH2:11][CH2:12]1. Yields the product C1(CCCC1)N1C(NC(C(=C1N)N)=O)=O (1-cyclopentyl-5,6-diamino-2,4-(1H,3H)-pyrimidinedione). Run in Cl (HCl). Reagents/catalysts: O=[Pt]=O (PtO2). Starting materials: C(C1=CC=CC=C1)(=O)O[C@@H](C)[C@@]1(OC1)C1=C(C=C(C=C1)F)F ([(1S)-1-[(2R)-2-(2,4-Difluorophenyl)-2-oxiranyl]-ethyl] benzoate), Cl (hydrochloric acid). Run in CO (methanol), C[O-].[Na+].CO (sodium methylate methanol). Conditions: time 6 hour. Product: FC1=C(C=CC(=C1)F)[C@]1(OC1)[C@H](C)O ((1S)-1-[(2R)-2-(2,4-difluorophenyl)-2-oxiranyl]ethanol). Yield: 92.7%. RXN SMILES: C([O:9][C@H:10]([C@@:12]1([C:15]2[CH:20]=[CH:19][C:18]([F:21])=[CH:17][C:16]=2[F:22])[CH2:14][O:13]1)[CH3:11])(=O)C1C=CC=CC=1.Cl>CO.C[O-].[Na+].CO>[F:22][C:16]1[CH:17]=[C:18]([F:21])[CH:19]=[CH:20][C:15]=1[C@:12]1([C@@H:10]([OH:9])[CH3:11])[CH2:14][O:13]1 |f:3.4.5|. Procedure: [(1S)-1-[(2R)-2-(2,4-Difluorophenyl)-2-oxiranyl]-ethyl] benzoate (15.9 g) was dissolved in methanol (800 ml), to which 28% sodium methylate-methanol solution (12.9 ml) was added at ice-bath temperature and stirred at room temperature for 6 hours. After 1N-hydrochloric acid (63.2 ml) was added thereto, the solvent was distilled off under reduced pressure. The residue was purified by silica gel chromatography (eluent: hexane/ethyl acetate=6/1 to 2/1) to give (1S)-1-[(2R)-2-(2,4-difluorophenyl)-2-o... Reactants: C(C)OC(COC1=C(C=C(C=C1)SCC1=CC(=CC(=C1)OCC(C)C)Br)C)=O ([4-(3-Bromo-5-isobutoxy-benzylsulfanyl)-2-methyl-phenoxy]-acetic acid ethyl ester), C1(=CC=CC=C1)C#C (phenylacetylen), C(C)OC(COC1=C(C=C(C=C1)SC1=CC(=CC(=C1)C#CC1=CC=C(C=C1)CO)OCCC1=CC=C(C=C1)Cl)C)=O ({4-[3-[2-(4-Chloro-phenyl)-ethoxy]-5-(4-hydroxymethyl-phenylethynyl)-phenylsulfanyl]-2-methyl-phenoxy}-acetic acid ethyl ester). Yields the product C(C)OC(COC1=C(C=C(C=C1)SCC1=CC(=CC(=C1)C#CC1=CC=CC=C1)OCC(C)C)C)=O ([4-(3-Isobutoxy-5-phenylethynyl-benzylsulfanyl)-2-methyl-phenoxy]-acetic Acid Ethyl Ester). RXN SMILES: [CH2:1]([O:3][C:4](=[O:28])[CH2:5][O:6][C:7]1[CH:12]=[CH:11][C:10]([S:13][CH2:14][C:15]2[CH:20]=[C:19]([O:21][CH2:22][CH:23]([CH3:25])[CH3:24])[CH:18]=[C:17](Br)[CH:16]=2)=[CH:9][C:8]=1[CH3:27])[CH3:2].[C:29]1([C:35]#[CH:36])[CH:34]=[CH:33][CH:32]=[CH:31][CH:30]=1.C(OC(=O)COC1C=CC(SC2C=C(C#CC3C=CC(CO)=CC=3)C=C(OCCC3C=CC(Cl)=CC=3)C=2)=CC=1C)C>>[CH2:1]([O:3][C:4](=[O:28])[CH2:5][O:6][C:7]1[CH:12]=[CH:11][C:10]([S:13][CH2:14][C:15]2[CH:16]=[C:17]([C:36]#[C:35][C:29]3[CH:34]=[CH:33][CH:32]=[CH:31][CH:30]=3)[CH:18]=[C:19]([O:21][CH2:22][CH:23]([CH3:25])[CH3:24])[CH:20]=2)=[CH:9][C:8]=1[CH3:27])[CH3:2]. Procedure details: The title product was prepared from [4-(3-Bromo-5-isobutoxy-benzylsulfanyl)-2-methyl-phenoxy]-acetic acid ethyl ester (300 mg; 0.64 mmol) and phenylacetylen (262 mg; 2.6 mmol) applying the procedure described for {4-[3-[2-(4-Chloro-phenyl)-ethoxy]-5-(4-hydroxymethyl-phenylethynyl)-phenylsulfanyl]-2-methyl-phenoxy}-acetic acid ethyl ester. The crude product was purified by preparative HPLC (method B). Yield: 130 mg (45%). HPLC-MS: m/z: 489.1 (M+H)+; Rt: 3.01 min